Dataset: the Open Reaction Database (ORD), a public repository of structured organic reaction records. Task: describe an organic reaction: reactants, conditions, products, and yield Starting materials: 7-(1-aminoethyl)camptothecin, S(=O)(=O)(O)O.CSC(N)=N.CSC(N)=N (S-methylisothiourea hemisulfate), CS (CH3SH), [OH-].[K+] (KOH). Run in O (water). Reaction conditions: temperature 50 celsius. The product is S(=O)(=O)(O)O.NC(=N)N (guanidine sulfate). Yield: 661.8%. As a reaction SMILES: [S:1]([OH:5])([OH:4])(=[O:3])=[O:2].CS[C:8](=[NH:10])[NH2:9].CSC(=N)[NH2:14].[OH-].[K+].CS>O>[S:1]([OH:5])([OH:4])(=[O:3])=[O:2].[NH2:9][C:8]([NH2:10])=[NH:14] |f:0.1.2,3.4,7.8|. Procedure: To a solution of 7-(1-aminoethyl)camptothecin (1.9 g, 5 mmol) in 10 ml of water was added S-methylisothiourea hemisulfate (0.7 g, 2.5 mmol) at room temperature. The mixture was heated at 50° C. for 5 hr under nitrogen. The gases developed during the reaction were passed through two flasks, each containing an ethanolic solution of KOH for trapping the CH3SH by-product. The mixture was then concentrated and 50 ml of acetone was added. The precipitate was filtered and recrystallized from water to g... The reactants are [C-]#N.[K+] (potassium cyanide), CC(C(C)=O)C (3-methyl-2-butanone), [Cl-].[NH4+] (ammonium chloride), CCOCC (ether). Solvent: O (water). Conditions: time 8 hour. Yields the product Cl.CC(C#N)(C(C)C)N (2,3-dimethyl-2-aminobutyronitrile hydrochloride). As a reaction SMILES: [C-:1]#[N:2].[K+].[CH3:4][CH:5]([CH3:9])[C:6](=O)[CH3:7].[Cl-:10].[NH4+:11].CCOCC>O>[ClH:10].[CH3:7][C:6]([NH2:11])([CH:5]([CH3:9])[CH3:4])[C:1]#[N:2] |f:0.1,3.4,7.8|. Procedure: The reactant 2,3-dimethyl-2-aminobutyronitrile hydrochloride was prepared by the following reaction. A solution of 136 grams (g) (2.1 moles) of potassium cyanide in 220 milliliters (ml) of water was added dropwise at 10°-15° C. to a mixture of 172.2 g (2.0 moles) of 3-methyl-2-butanone, 110.2 g (2.1 moles) ammonium chloride, and 300 ml of ether. The mixture was allowed to reach room temperature at which it was stirred overnight. Yields the product CC(C)N(CCN1C(=O)C(=O)c2ccccc21)C(C)C. Starting materials: Cc1ccccc1, CN(C)C=O, CC(C)N(CCCl)C(C)C, Cl, [H-], [Na+], O=C1Nc2ccccc2C1=O. Reaction SMILES: [CH3:25][c:26]1[cH:27][cH:28][cH:29][cH:30][cH:31]1.[CH3:32][N:33]([CH3:34])[CH:35]=[O:36].[CH:13]([CH3:14])([CH3:15])[N:16]([CH2:17][CH2:18][Cl:19])[CH:20]([CH3:21])[CH3:22].[ClH:12].[H-:23].[Na+:24].[O:1]=[C:2]1[NH:3][c:4]2[cH:5][cH:6][cH:7][cH:8][c:9]2[C:10]1=[O:11]>>[O:1]=[C:2]1[N:3]([CH2:18][CH2:17][N:16]([CH:13]([CH3:14])[CH3:15])[CH:20]([CH3:21])[CH3:22])[c:4]2[cH:5][cH:6][cH:7][cH:8][c:9]2[C:10]1=[O:11]. Starting materials: CCCCc1oc2ccccc2c1-c1ncc(-c2ccc3cc(OC(Cc4ccccc4)C(=O)OC)ccc3c2)o1, C1CCOC1, Cl, [Na+], [OH-]. The product is CCCCc1oc2ccccc2c1-c1ncc(-c2ccc3cc(OC(Cc4ccccc4)C(=O)O)ccc3c2)o1. Reaction SMILES: [CH2:1]([CH2:2][CH2:3][CH3:4])[c:5]1[o:6][c:7]2[c:8]([c:9]1-[c:10]1[o:11][c:12](-[c:15]3[cH:16][c:17]4[cH:18][cH:19][c:20]([O:25][CH:26]([C:27](=[O:28])[O:29][CH3:30])[CH2:31][c:32]5[cH:33][cH:34][cH:35][cH:36][cH:37]5)[cH:21][c:22]4[cH:23][cH:24]3)[cH:13][n:14]1)[cH:38][cH:39][cH:40][cH:41]2.[CH2:45]1[O:46][CH2:47][CH2:48][CH2:49]1.[ClH:44].[Na+:43].[OH-:42]>>[CH2:1]([CH2:2][CH2:3][CH3:4])[c:5]1[o:6][c:7]2[c:8]([c:9]1-[c:10]1[o:11][c:12](-[c:15]3[cH:16][c:17]4[cH:18][cH:19][c:20]([O:25][CH:26]([C:27](=[O:28])[OH:29])[CH2:31][c:32]5[cH:33][cH:34][cH:35][cH:36][cH:37]5)[cH:21][c:22]4[cH:23][cH:24]3)[cH:13][n:14]1)[cH:38][cH:39][cH:40][cH:41]2.